Dataset: the Open Reaction Database (ORD), a public repository of structured organic reaction records. Task: describe an organic reaction: reactants, conditions, products, and yield The reactants are O=C([O-])[O-], CN(C)C=O, ClCc1coc(-c2ccco2)n1, [K+], [K+], COc1cc(C=O)ccc1O, O. The product is COc1cc(C=O)ccc1OCc1coc(-c2ccco2)n1. Reaction SMILES: [C:24](=[O:25])([O-:26])[O-:27].[CH3:30][N:31]([CH3:32])[CH:33]=[O:34].[Cl:1][CH2:2][c:3]1[n:4][c:5](-[c:8]2[o:9][cH:10][cH:11][cH:12]2)[o:6][cH:7]1.[K+:28].[K+:29].[O:13]=[CH:14][c:15]1[cH:16][c:17]([O:18][CH3:19])[c:20]([OH:21])[cH:22][cH:23]1.[OH2:35]>>[CH2:2]([c:3]1[n:4][c:5](-[c:8]2[o:9][cH:10][cH:11][cH:12]2)[o:6][cH:7]1)[O:21][c:20]1[c:17]([O:18][CH3:19])[cH:16][c:15]([CH:14]=[O:13])[cH:23][cH:22]1.